This data is from the Open Reaction Database (ORD), a public repository of structured organic reaction records. The task is: describe an organic reaction: reactants, conditions, products, and yield Reactants: OCCN1CCNCC1 (1(2-hydroxyethyl)-piperazine), C1(=CC=CC=C1)S(=O)(=O)C=1C(=NN2C1N=C(C=C2Cl)C)SC (3-benzenesulphonyl-7-chloro-5-methyl-2-methylsulphanyl-pyrazolo[1,5 a]pyrimidine). Run at time 2 hour. The product is C1(=CC=CC=C1)S(=O)(=O)C=1C(=NN2C1N=C(C=C2N2CCN(CC2)CCO)C)SC (2-[4(3-benzenesulphonyl-5-methyl-methylsulphanyl-pyrazolo[1,5-a]pyrimidin-7-yl) -piperazin-yl]-ethanol). Yield: 80.4%. Reaction SMILES: [OH:1][CH2:2][CH2:3][N:4]1[CH2:9][CH2:8][NH:7][CH2:6][CH2:5]1.[C:10]1([S:16]([C:19]2[C:20]([S:30][CH3:31])=[N:21][N:22]3[C:27](Cl)=[CH:26][C:25]([CH3:29])=[N:24][C:23]=23)(=[O:18])=[O:17])[CH:15]=[CH:14][CH:13]=[CH:12][CH:11]=1>>[C:10]1([S:16]([C:19]2[C:20]([S:30][CH3:31])=[N:21][N:22]3[C:27]([N:7]4[CH2:8][CH2:9][N:4]([CH2:3][CH2:2][OH:1])[CH2:5][CH2:6]4)=[CH:26][C:25]([CH3:29])=[N:24][C:23]=23)(=[O:18])=[O:17])[CH:11]=[CH:12][CH:13]=[CH:14][CH:15]=1. Procedure: 0.26 g (2 mmol) of 1(2-hydroxyethyl)-piperazine was added to a solution of 0.35 g (1 mmol) of 3-benzenesulphonyl-7-chloro-5-methyl-2-methylsulphanyl-pyrazolo[1,5 a]pyrimidine and stirred at 60° for 2 hrs. The reaction solution was cooled to RT and evaporated in a high vacuum. The residue was partitioned between 2N NaOH and CH2Cl2. The aqueous phase was extracted three times with CH2Cl2, and he combined organic phases were dried (MgSO4), filtered and evaporated. Subsequent chromatography (SiO2,CH...